The task is: describe an organic reaction: reactants, conditions, products, and yield. This data is from the Open Reaction Database (ORD), a public repository of structured organic reaction records. The reactants are N#Cc1n[nH]cc1Br, O=C([O-])[O-], CCOC(=O)c1ccc(F)cc1, CN(C)C=O, [Cs+], [Cs+], O. Yields the product CCOC(=O)c1ccc(-n2cc(Br)c(C#N)n2)cc1. As a reaction SMILES: [Br:1][c:2]1[c:3]([C:7]#[N:8])[n:4][nH:5][cH:6]1.[C:21](=[O:22])([O-:23])[O-:24].[CH2:9]([CH3:10])[O:11][C:12]([c:13]1[cH:14][cH:15][c:16]([F:19])[cH:17][cH:18]1)=[O:20].[CH3:28][N:29]([CH3:30])[CH:31]=[O:32].[Cs+:25].[Cs+:26].[OH2:27]>>[Br:1][c:2]1[c:3]([C:7]#[N:8])[n:4][n:5](-[c:16]2[cH:15][cH:14][c:13]([C:12]([O:11][CH2:9][CH3:10])=[O:20])[cH:18][cH:17]2)[cH:6]1. Starting materials: compound, OC=1C=CC=C2C=CC=NC12 (8-hydroxy-quinoline), NC1=NC=CC(=N1)C (2-amino-4-methyl-pyrimidine), [N+](=O)([O-])C1=CC=C(C=O)C=C1 (4-nitro-benzaldehyde). Run in CC#N.O (CH3CN H2O). The product is CC1=NC(=NC=C1)NC(C1=CC=C2C=CC=NC2=C1O)C1=CC=C(C=C1)[N+](=O)[O-] (7-((4-methylpyrimidine-2-ylamino)(4-nitrophenyl)methyl)quinolin-8-ol). RXN SMILES: [NH2:1][C:2]1[N:7]=[C:6]([CH3:8])[CH:5]=[CH:4][N:3]=1.[N+:9]([C:12]1[CH:19]=[CH:18][C:15]([CH:16]=O)=[CH:14][CH:13]=1)([O-:11])=[O:10].[OH:20][C:21]1[CH:22]=[CH:23][CH:24]=[C:25]2[C:30]=1[N:29]=[CH:28][CH:27]=[CH:26]2>CC#N.O>[CH3:8][C:6]1[CH:5]=[CH:4][N:3]=[C:2]([NH:1][CH:16]([C:15]2[CH:18]=[CH:19][C:12]([N+:9]([O-:11])=[O:10])=[CH:13][CH:14]=2)[C:22]2[C:21]([OH:20])=[C:30]3[C:25]([CH:26]=[CH:27][CH:28]=[N:29]3)=[CH:24][CH:23]=2)[N:7]=1 |f:3.4|. Procedure: The title compound was prepared by method B presented for the compound of Example 1 with the change that 2-amino-4-methyl-pyrimidine (Sigma), 4-nitro-benzaldehyde and 8-hydroxy-quinoline were used as starting materials. Product obtained: C21H17N5O3, (MW: 387.1); yield: 344 mg, (49.6%); m.p.: 136-145° C.; HPLC (CH3CN/H2O 70:30 Phenomenex C18 282 nm): Tr =5.21 min. NMR 9 (DMSO) δ2.14 (3H, s, CH3), 6.35 (1H, d, J =5.8 Hz), 6.55 (1H, s), 7.00 (1H, d, J =8.0 Hz), 7.36-7.43(2H, m], 7.50-7.55 (1H, m), ... The reactants are BrCC1OCCO1, CCN, [Na+], [OH-]. The product is CCNCC1OCCO1. As a reaction SMILES: [Br:1][CH2:2][CH:3]1[O:4][CH2:5][CH2:6][O:7]1.[CH3:8][CH2:9][NH2:10].[Na+:12].[OH-:11]>>[CH2:2]([CH:3]1[O:4][CH2:5][CH2:6][O:7]1)[NH:10][CH2:9][CH3:8]. Reactants: O=C([O-])[O-], Cc1ccccc1, CC1(C(=O)O)CCCCC1, [Cl-], [K+], [K+], Cc1ccccc1N. Yields the product Cc1ccccc1NC(=O)C1(C)CCCCC1. As a reaction SMILES: [C:12](=[O:13])([O-:14])[O-:15].[CH3:26][c:27]1[cH:28][cH:29][cH:30][cH:31][cH:32]1.[CH3:2][C:3]1([C:9](=[O:10])[OH:11])[CH2:4][CH2:5][CH2:6][CH2:7][CH2:8]1.[Cl-:1].[K+:16].[K+:17].[NH2:18][c:19]1[c:20]([CH3:25])[cH:21][cH:22][cH:23][cH:24]1>>[CH3:2][C:3]1([C:9](=[O:11])[NH:18][c:19]2[c:20]([CH3:25])[cH:21][cH:22][cH:23][cH:24]2)[CH2:4][CH2:5][CH2:6][CH2:7][CH2:8]1. Starting materials: COC(=O)C(F)(C1CCc2c([nH]c3ccc(Cl)cc23)C1)S(=O)(=O)c1ccccc1, CN, N#C[Na]. The product is CNC(=O)C(F)(C1CCc2c([nH]c3ccc(Cl)cc23)C1)S(=O)(=O)c1ccccc1. As a reaction SMILES: [CH3:1][O:2][C:3]([C:4]([F:5])([CH:6]1[CH2:7][c:8]2[nH:9][c:10]3[cH:11][cH:12][c:13]([Cl:19])[cH:14][c:15]3[c:16]2[CH2:17][CH2:18]1)[S:20](=[O:21])(=[O:22])[c:23]1[cH:24][cH:25][cH:26][cH:27][cH:28]1)=[O:29].[CH3:33][NH2:34].[Na:30][C:31]#[N:32]>>[C:3]([C:4]([F:5])([CH:6]1[CH2:7][c:8]2[nH:9][c:10]3[cH:11][cH:12][c:13]([Cl:19])[cH:14][c:15]3[c:16]2[CH2:17][CH2:18]1)[S:20](=[O:21])(=[O:22])[c:23]1[cH:24][cH:25][cH:26][cH:27][cH:28]1)(=[O:29])[NH:32][CH3:31]. Reactants: C(C)(C)(C)OC(=O)N1CCN(CC1)C1=C(C=C(C=C1)Cl)C#N (4-(4-chloro-2-cyano-phenyl)-piperazine-1-carboxylic acid tert-butyl ester), [OH-].[Na+] (NaOH), CO (methanol), [OH-].[Na+] (NaOH). Conditions: temperature 80 celsius. Yields the product C(C)(C)(C)OC(=O)N1CCN(CC1)C1=C(C=C(C=C1)Cl)C(=O)O (4-(2-Carboxy-4-chloro-phenyl)-piperazine-1-carboxylic acid tert-butyl ester). Reaction SMILES: [C:1]([O:5][C:6]([N:8]1[CH2:13][CH2:12][N:11]([C:14]2[CH:19]=[CH:18][C:17]([Cl:20])=[CH:16][C:15]=2[C:21]#N)[CH2:10][CH2:9]1)=[O:7])([CH3:4])([CH3:3])[CH3:2].[OH-:23].[Na+].C[OH:26]>>[C:1]([O:5][C:6]([N:8]1[CH2:13][CH2:12][N:11]([C:14]2[CH:19]=[CH:18][C:17]([Cl:20])=[CH:16][C:15]=2[C:21]([OH:26])=[O:23])[CH2:10][CH2:9]1)=[O:7])([CH3:4])([CH3:3])[CH3:2] |f:1.2|. Reported procedure: To a solution of 4-(4-chloro-2-cyano-phenyl)-piperazine-1-carboxylic acid tert-butyl ester (0.6 g, 1.86 mmol) in methanol (4.0 mL) was added 1.0 N NaOH (4.0 mL, 4.0 mmol) and the resulting mixture was heated to reflux at 80° C. for 36 h. Additional 1.0 N NaOH (2.0 ml, 2.0 mmol) was added to the reaction mixture and refluxed further for 18 hrs. The reaction mixture was concentrated and acidified to pH 4.0-5.0 using 1.0 N HCl and extracted with chloroform (5×). The combined organics were dried ove... Starting materials: CC(C)C1=C(N)C(=CC=C1)C(C)C (2,6-bis(1-methylethyl)aniline), C(C)(C)N(CC)C(C)C (diisopropylethylamine), [H-].[Na+] (sodium hydride), oil, ClC(Cl)(OC(OC(Cl)(Cl)Cl)=O)Cl (triphosgene), C1(CCCCC1)NC=1N=NN(N1)CCCCCCCCCCCC (N-cyclohexyl-2-dodecyl-2H-tetrazol-5-amine). Run in O1CCCC1 (tetrahydrofuran). Reaction conditions: time 7 day. The product is CC(C)C1=C(C(=CC=C1)C(C)C)NC(N(C=1N=NN(N1)CCCCCCCCCCCC)C1CCCCC1)=O (N'-[2,6-Bis(1-methylethyl)phenyl]-N-cyclohexyl-N-(2-dodecvl-2H-tetrazol-5-yl)-urea). RXN SMILES: [H-].[Na+].ClC(Cl)(O[C:7](=[O:13])OC(Cl)(Cl)Cl)Cl.[CH:15]1([NH:21][C:22]2[N:23]=[N:24][N:25]([CH2:27][CH2:28][CH2:29][CH2:30][CH2:31][CH2:32][CH2:33][CH2:34][CH2:35][CH2:36][CH2:37][CH3:38])[N:26]=2)[CH2:20][CH2:19][CH2:18][CH2:17][CH2:16]1.[CH3:39][CH:40]([C:42]1[CH:48]=[CH:47][CH:46]=[C:45]([CH:49]([CH3:51])[CH3:50])[C:43]=1[NH2:44])[CH3:41].C(N(C(C)C)CC)(C)C>O1CCCC1>[CH3:51][CH:49]([C:45]1[CH:46]=[CH:47][CH:48]=[C:42]([CH:40]([CH3:41])[CH3:39])[C:43]=1[NH:44][C:7](=[O:13])[N:21]([CH:15]1[CH2:16][CH2:17][CH2:18][CH2:19][CH2:20]1)[C:22]1[N:23]=[N:24][N:25]([CH2:27][CH2:28][CH2:29][CH2:30][CH2:31][CH2:32][CH2:33][CH2:34][CH2:35][CH2:36][CH2:37][CH3:38])[N:26]=1)[CH3:50] |f:0.1|. Reported procedure: A suspension of a 60% dispersion of sodium hydride in mineral oil (0.2648 g, 0.0066 mol) in a solution of triphosgene (0.4583 g, 0.001544 mol) and N-cyclohexyl-2-dodecyl-2H-tetrazol-5-amine (1.5540 g, 0.0046313 mol) in anhydrous tetrahydrofuran (15 mL) under a nitrogen atmosphere was refluxed for 4.5 days. To the mixture was added 2,6-bis(1-methylethyl)aniline (0.88 mL, 0.0047 mol) and diisopropylethylamine (0.89 mL, 0.0051 mol), and the reflux was continued for 7 days. The mixture was rotoevapo... Starting materials: OC1(CCC(C2=CC=C(C=C12)Br)(C)C)CC(=O)OCC ((±)ethyl 2-(1-hydroxy-1,2,3,4-tetrahydro-4,4-dimethyl-7-bromo-naphthalen-1-yl)acetate), 4-N,N-dimethylaminopyridine, C(C)(=O)OC(C)=O (acetic anhydride). The solvent is CCOC(=O)C (EtOAc), C(Cl)Cl (CH2Cl2). Reaction conditions: time 8 hour. Product: C(C)(=O)OC1(CCC(C2=CC=C(C=C12)Br)(C)C)CC(=O)OCC ((±)Ethyl 2-(1-acetoxy-1,2,3,4-tetrahydro-4,4-dimethyl-7-bromo-naphthalen-1-yl)acetate). Reaction SMILES: [OH:1][C:2]1([CH2:15][C:16]([O:18][CH2:19][CH3:20])=[O:17])[C:11]2[C:6](=[CH:7][CH:8]=[C:9]([Br:12])[CH:10]=2)[C:5]([CH3:14])([CH3:13])[CH2:4][CH2:3]1.[C:21](OC(=O)C)(=[O:23])[CH3:22]>C(Cl)Cl.CCOC(C)=O>[C:21]([O:1][C:2]1([CH2:15][C:16]([O:18][CH2:19][CH3:20])=[O:17])[C:11]2[C:6](=[CH:7][CH:8]=[C:9]([Br:12])[CH:10]=2)[C:5]([CH3:13])([CH3:14])[CH2:4][CH2:3]1)(=[O:23])[CH3:22]. Procedure: To a solution of (±)ethyl 2-(1-hydroxy-1,2,3,4-tetrahydro-4,4-dimethyl-7-bromo-naphthalen-1-yl)acetate (Compound E47, 200.0 mg, 0.586 mmol) and 4-N,N-dimethylaminopyridine (86.0 mg, 0.703 mmol) in 4.0 mL CH2Cl2 at 0° C. was added acetic anhydride (239.3 mg, 2.344 mmol). The resulting solution was warmed to room temperature and stirred overnight. The reaction was warmed to 50° C. for 3 h, cooled to room temperature, and diluted with EtOAc (70 mL). The solution was washed with H2O, saturated aqueo... The reactants are CC(C)(C)[Si](C)(C)Cl, O=C(NC1CCC(O)CC1)OCc1ccccc1, C1CCOC1. Yields the product CC(C)(C)[Si](C)(C)OC1CCC(NC(=O)OCc2ccccc2)CC1. Reaction SMILES: [C:19]([CH3:20])([CH3:21])([CH3:22])[Si:23]([CH3:24])([CH3:25])[Cl:26].[CH2:1]([c:2]1[cH:3][cH:4][cH:5][cH:6][cH:7]1)[O:8][C:9]([NH:10][CH:11]1[CH2:12][CH2:13][CH:14]([OH:17])[CH2:15][CH2:16]1)=[O:18].[CH2:27]1[O:28][CH2:29][CH2:30][CH2:31]1>>[CH2:1]([c:2]1[cH:3][cH:4][cH:5][cH:6][cH:7]1)[O:8][C:9]([NH:10][CH:11]1[CH2:12][CH2:13][CH:14]([O:17][Si:23]([C:19]([CH3:20])([CH3:21])[CH3:22])([CH3:24])[CH3:25])[CH2:15][CH2:16]1)=[O:18].